Dataset: the Open Reaction Database (ORD), a public repository of structured organic reaction records. Task: describe an organic reaction: reactants, conditions, products, and yield Run at time 25 minute. Product: C(C)(=O)C(C(=O)OCC)=NOC(C)C (ethyl 2-acetyl-2-(1-methylethoxyimino)-acetate). RXN SMILES: C(=O)([O-])[O-].[K+].[K+].[C:7]([C:10](=[N:16][OH:17])[C:11]([O:13][CH2:14][CH3:15])=[O:12])(=[O:9])[CH3:8].I[CH:19]([CH3:21])[CH3:20].O>CC(C)=O.C(Cl)Cl>[C:7]([C:10](=[N:16][O:17][CH:19]([CH3:21])[CH3:20])[C:11]([O:13][CH2:14][CH3:15])=[O:12])(=[O:9])[CH3:8] |f:0.1.2|. Run in CC(=O)C (acetone), C(Cl)Cl (methylene chloride). Starting materials: IC(C)C (2-iodopropane), C([O-])([O-])=O.[K+].[K+] (potassium carbonate), 397.8g, C(C)(=O)C(C(=O)OCC)=NO (ethyl 2-acetyl-2-hydroxyiminoacetate), O (water). Procedure: 52 g of potassium carbonate were added to a mixture of 397.8g of ethyl 2-acetyl-2-hydroxyiminoacetate in 200 ml of pure acetone cooled on an ice bath and then 25 ml of 2-iodopropane were added thereto over 25 minutes. The mixture was stirred for 2 hours and 800 ml of water and 500 ml of methylene chloride were added thereto. The mixture was stirred and decanted and the aqueous phase was extracted with methylene chloride. The mixture was dried and vacuum filtered and the filtrate was evaporated t...